From a dataset of the Open Reaction Database (ORD), a public repository of structured organic reaction records. describe an organic reaction: reactants, conditions, products, and yield The reactants are ClC1=NC=C(C(=O)OC)C=C1 (Methyl 6-chloronicotinate), C(#N)C=1C=C(C=CC1)B(O)O ((3-cyanophenyl)boronic acid), solution, C([O-])([O-])=O.[K+].[K+] (potassium carbonate). The reagents and catalysts are C=1C=CC(=CC1)[P](C=2C=CC=CC2)(C=3C=CC=CC3)[Pd]([P](C=4C=CC=CC4)(C=5C=CC=CC5)C=6C=CC=CC6)([P](C=7C=CC=CC7)(C=8C=CC=CC8)C=9C=CC=CC9)[P](C=1C=CC=CC1)(C=1C=CC=CC1)C=1C=CC=CC1 (tetrakis(triphenylphosphine)palladium(0)). Solvent: O1CCOCC1 (1,4-dioxane). Product: C(#N)C=1C=C(C=CC1)C1=NC=C(C(=O)OC)C=C1 (methyl 6-(3-cyanophenyl)nicotinate). Yield: 42.9%. RXN SMILES: Cl[C:2]1[CH:11]=[CH:10][C:5]([C:6]([O:8][CH3:9])=[O:7])=[CH:4][N:3]=1.[C:12]([C:14]1[CH:15]=[C:16](B(O)O)[CH:17]=[CH:18][CH:19]=1)#[N:13].C(=O)([O-])[O-].[K+].[K+]>C1C=CC([P]([Pd]([P](C2C=CC=CC=2)(C2C=CC=CC=2)C2C=CC=CC=2)([P](C2C=CC=CC=2)(C2C=CC=CC=2)C2C=CC=CC=2)[P](C2C=CC=CC=2)(C2C=CC=CC=2)C2C=CC=CC=2)(C2C=CC=CC=2)C2C=CC=CC=2)=CC=1.O1CCOCC1>[C:12]([C:14]1[CH:19]=[C:18]([C:2]2[CH:11]=[CH:10][C:5]([C:6]([O:8][CH3:9])=[O:7])=[CH:4][N:3]=2)[CH:17]=[CH:16][CH:15]=1)#[N:13] |f:2.3.4,^1:32,34,53,72|. Procedure: Methyl 6-chloronicotinate (467 mg, 2.72 mmol) and (3-cyanophenyl)boronic acid (400 mg, 2.72 mmol) were added to 1,4-dioxane (25 mL). To this was added 6.80 mL of a 2 M solution of aqueous potassium carbonate and tetrakis(triphenylphosphine)palladium(0) (157 mg, 0.136 mmol). The above reagents were heated at reflux for 5 hours. The reaction was cooled to room temperature and partitioned between ethyl acetate (50 mL) and water (20 mL), the phases were separated and the organic layer was dried over... RXN SMILES: [CH2:23]1[O:24][CH2:25][CH2:26][CH2:27]1.[CH3:1][c:2]1[cH:3][c:4]([NH:9][c:10]2[n:11][cH:12][cH:13][c:14](-[c:16]3[s:17][cH:18][c:19]([CH:21]=[O:22])[n:20]3)[n:15]2)[cH:5][c:6]([CH3:8])[cH:7]1.[ClH:29].[I:28].[NH3:31].[OH2:30]>>[CH3:1][c:2]1[cH:3][c:4]([NH:9][c:10]2[n:11][cH:12][cH:13][c:14](-[c:16]3[s:17][cH:18][c:19]([C:21]#[N:31])[n:20]3)[n:15]2)[cH:5][c:6]([CH3:8])[cH:7]1. The product is Cc1cc(C)cc(Nc2nccc(-c3nc(C#N)cs3)n2)c1. Reactants: C1CCOC1, Cc1cc(C)cc(Nc2nccc(-c3nc(C=O)cs3)n2)c1, Cl, I, N, O.